Task: describe an organic reaction: reactants, conditions, products, and yield. Dataset: the Open Reaction Database (ORD), a public repository of structured organic reaction records Starting materials: C1(CCC(N1)=O)=O (succinimide), BrC1=CC=C2COC(=O)C2=C1 (6-Bromophthalide), BrN1C(CCC1=O)=O (N-bromosuccinimide), N(=NCCCC#N)CCCC#N (azobisbutyronitrile). Solvent: C(Cl)(Cl)(Cl)Cl (carbon tetrachloride). The product is BrC1OC(=O)C2=CC(=CC=C12)Br (3,6-Dibromo-Phthalide). RXN SMILES: [Br:1][C:2]1[CH:11]=[C:10]2[C:5]([CH2:6][O:7][C:8]2=[O:9])=[CH:4][CH:3]=1.[Br:12]N1C(=O)CCC1=O.N(CCCC#N)=NCCCC#N.C1(=O)NC(=O)CC1>C(Cl)(Cl)(Cl)Cl>[Br:12][CH:6]1[C:5]2[C:10](=[CH:11][C:2]([Br:1])=[CH:3][CH:4]=2)[C:8](=[O:9])[O:7]1. Procedure: 6-Bromophthalide (5.85 gms; 0.0275 mole), N-bromosuccinimide (4.89 gm; 0.0275 mole) and azobisbutyronitrile (0.1 gm) were gently refluxed in dry carbon tetrachloride (200 ml.) for 2 hours. On cooling, the succinimide was filered off and the solvent removed in vacuo to give an oil, which was used immediately. Reactants: N(C1=CC=CC=C1)C1=NC=C2C(=N1)N(C(N(C2)C2=C(C=CC=C2C)C)=O)C2=CC(=CC=C2)CCN2C(C=1C(C2=O)=CC=CC1)=O (7-anilino-3,4-dihydro-3-(2,6-dimethylphenyl)-1-[3-(2-phthalimidoethyl)phenyl]pyrimido[4,5-d]pyrimidin-2(1H)-one), O.NN (hydrazine hydrate). Run in C(C)O (ethanol). Product: NCCC=1C=C(C=CC1)N1C(N(CC=2C1=NC(=NC2)NC2=CC=CC=C2)C2=C(C=CC=C2C)C)=O (1-[3-(2-aminoethyl)phenyl]-7-anilino-3,4-dihydro-3-(2,6-dimethylphenyl)-pyrimido[4,5-d]pyrimidin-2(1H)-one). Yield: 2.5%. RXN SMILES: [NH:1]([C:8]1[N:13]=[C:12]2[N:14]([C:27]3[CH:32]=[CH:31][CH:30]=[C:29]([CH2:33][CH2:34][N:35]4C(=O)C5=CC=CC=C5C4=O)[CH:28]=3)[C:15](=[O:26])[N:16]([C:18]3[C:23]([CH3:24])=[CH:22][CH:21]=[CH:20][C:19]=3[CH3:25])[CH2:17][C:11]2=[CH:10][N:9]=1)[C:2]1[CH:7]=[CH:6][CH:5]=[CH:4][CH:3]=1.O.NN>C(O)C>[NH2:35][CH2:34][CH2:33][C:29]1[CH:28]=[C:27]([N:14]2[C:12]3=[N:13][C:8]([NH:1][C:2]4[CH:7]=[CH:6][CH:5]=[CH:4][CH:3]=4)=[N:9][CH:10]=[C:11]3[CH2:17][N:16]([C:18]3[C:19]([CH3:25])=[CH:20][CH:21]=[CH:22][C:23]=3[CH3:24])[C:15]2=[O:26])[CH:32]=[CH:31][CH:30]=1 |f:1.2|. Procedure: A solution of 500 mg (0.86 mmol) of 7-anilino-3,4-dihydro-3-(2,6-dimethylphenyl)-1-[3-(2-phthalimidoethyl)phenyl]pyrimido[4,5-d]pyrimidin-2(1H)-one in 30 ml of ethanol was treated with 0.8 ml of hydrazine hydrate. After 18 hours the mixture was evaporated and the product purified by column chromatography on silica gel using dichloromethane/methanol/acetic acid/water (240:24:3:2) for the elution. Product-containing fractions were combined, evaporated and the residue evaporated with toluene. The r... The reactants are N(=NC(=O)OCC)C(=O)OCC (Diethyl azodicarboxylate), COC1=C(CN2S(NCC2=O)(=O)=O)C=CC(=C1)OC (2-(2,4-dimethoxybenzyl)-1,1-dioxo-1,2,5-thiadiazolidin-3-one), C(C)OC(C1=CC=C(S1)CO)OCC ((5-diethoxymethyl-thiophen-2-yl)-methanol), C1(=CC=CC=C1)P(C1=CC=CC=C1)C1=CC=CC=C1 (triphenylphosphine). The solvent is C1CCOC1 (THF). Reaction conditions: temperature 0 celsius, time 16 hour. Yields the product C(C)OC(C1=CC=C(S1)CN1CC(N(S1(=O)=O)CC1=C(C=C(C=C1)OC)OC)=O)OCC (5-(5-diethoxymethyl-thiophen-2-ylmethyl)-2-(2,4-dimethoxy-benzyl)-1,1-dioxo-1,2,5-thiadiazolidin-3-one). Reaction SMILES: [CH3:1][O:2][C:3]1[CH:17]=[C:16]([O:18][CH3:19])[CH:15]=[CH:14][C:4]=1[CH2:5][N:6]1[C:10](=[O:11])[CH2:9][NH:8][S:7]1(=[O:13])=[O:12].[CH2:20]([O:22][CH:23]([O:31][CH2:32][CH3:33])[C:24]1[S:28][C:27]([CH2:29]O)=[CH:26][CH:25]=1)[CH3:21].C1(P(C2C=CC=CC=2)C2C=CC=CC=2)C=CC=CC=1.N(C(OCC)=O)=NC(OCC)=O>C1COCC1>[CH2:32]([O:31][CH:23]([O:22][CH2:20][CH3:21])[C:24]1[S:28][C:27]([CH2:29][N:8]2[S:7](=[O:13])(=[O:12])[N:6]([CH2:5][C:4]3[CH:14]=[CH:15][C:16]([O:18][CH3:19])=[CH:17][C:3]=3[O:2][CH3:1])[C:10](=[O:11])[CH2:9]2)=[CH:26][CH:25]=1)[CH3:33]. Reported procedure: The title B compound in Example 9, 2-(2,4-dimethoxybenzyl)-1,1-dioxo-1,2,5-thiadiazolidin-3-one (13.9 g, 48.5 mmol), (5-diethoxymethyl-thiophen-2-yl)-methanol (10.5 g, 48.5 mmol) and triphenylphosphine (19.1 g, 72.2 mmol) are dissolved in dry THF (300 mL) and the mixture is cooled to 0° C. Diethyl azodicarboxylate (12. g, 72.7 mmol) is added dropwise over 3 min and the mixture is stirred at RT for 16 h. The solvent is evaporated and the residue is taken up in Et2O (100 mL). The solution is coole... The reactants are Cl.Cl.NC1=CC(=C(C(=O)NCC2CCNCC2)C=C1Cl)OC (4-Amino-5-chloro-2-methoxy-N-(piperidin-4-ylmethyl)benzamide dihydrochloride), C1(=CC=CC=C1)S(=O)CCCCCCl (5-phenylsulfinylpentyl chloride). Yields the product NC1=CC(=C(C(=O)NCC2CCN(CC2)CCCCCS(=O)C2=CC=CC=C2)C=C1Cl)OC (4-amino-5-chloro-2-methoxy-N-((1-(5-phenylsulfinylpentyl)piperidin-4-yl)methyl)benzamide). As a reaction SMILES: Cl.Cl.[NH2:3][C:4]1[C:19]([Cl:20])=[CH:18][C:7]([C:8]([NH:10][CH2:11][CH:12]2[CH2:17][CH2:16][NH:15][CH2:14][CH2:13]2)=[O:9])=[C:6]([O:21][CH3:22])[CH:5]=1.[C:23]1([S:29]([CH2:31][CH2:32][CH2:33][CH2:34][CH2:35]Cl)=[O:30])[CH:28]=[CH:27][CH:26]=[CH:25][CH:24]=1>>[NH2:3][C:4]1[C:19]([Cl:20])=[CH:18][C:7]([C:8]([NH:10][CH2:11][CH:12]2[CH2:13][CH2:14][N:15]([CH2:35][CH2:34][CH2:33][CH2:32][CH2:31][S:29]([C:23]3[CH:28]=[CH:27][CH:26]=[CH:25][CH:24]=3)=[O:30])[CH2:16][CH2:17]2)=[O:9])=[C:6]([O:21][CH3:22])[CH:5]=1 |f:0.1.2|. Procedure details: 4-Amino-5-chloro-2-methoxy-N-(piperidin-4-ylmethyl)benzamide dihydrochloride as starting compound and 5-phenylsulfinylpentyl chloride were reacted and treated in the same manner as in Example 199 to give 4-amino-5-chloro-2-methoxy-N-((1-(5-phenylsulfinylpentyl)piperidin-4-yl)methyl)benzamide. Product: C(C)(C)(C)N1N=CC2=C(C1=O)C=NN2 (5-Tert-butyl-1H-pyrazolo[3,4-d]pyridazin-4(5H)-one). Reported procedure: 2-Tert-butyl-5-dimethylamino-4-formyl-3(2H)-pyridazinone (3.5 g) was added to hydrazine (5.1 g)/ethanol (30 ml) and the mixture was refluxed for 40 hours. The solvent ethanol-hydrazine was then distilled off and the residue was extracted with ethyl acetate. The organic layer was washed with saturated aqueous NaCl solution, dried over anhydrous magnesium sulfate, and concentrated to dryness. The residue was washed with n-hexane-diethyl ether and dried. White powder, 1.9 g. 1H-NMR (CDCl3) δ: 1.71(... Solvent: C(C)O (ethanol). The reactants are C(C)(C)(C)N1N=CC(=C(C1=O)C=O)N(C)C (2-Tert-butyl-5-dimethylamino-4-formyl-3(2H)-pyridazinone), NN (hydrazine). As a reaction SMILES: [C:1]([N:5]1[C:10](=[O:11])[C:9]([CH:12]=O)=[C:8]([N:14](C)C)[CH:7]=[N:6]1)([CH3:4])([CH3:3])[CH3:2].[NH2:17]N>C(O)C>[C:1]([N:5]1[C:10](=[O:11])[C:9]2[CH:12]=[N:17][NH:14][C:8]=2[CH:7]=[N:6]1)([CH3:4])([CH3:3])[CH3:2].